This data is from the Open Reaction Database (ORD), a public repository of structured organic reaction records. The task is: describe an organic reaction: reactants, conditions, products, and yield Reactants: ClS(=O)(=O)O (Chlorosulfonic acid), C(CCC)(=O)C=1C(CC(CC1O)C1=CC=CC2=CC=CC=C12)=O (2-butyryl-3-hydroxy-5-(naphth-1-yl)cyclohex-2-en-1-one). The solvent is C(Cl)(Cl)Cl (chloroform). Reaction conditions: temperature 0 celsius, time 18 hour. The product is C(CCC)(=O)C=1C(CC(CC1O)C1=CC=C(C2=CC=CC=C12)S(=O)(=O)Cl)=O (2-butyryl-5-(4-chlorosulfonylnaphth-1-yl)-3-hydroxy cyclohex-2-en-1-one). Reaction SMILES: [Cl:1][S:2]([OH:5])(=O)=[O:3].[C:6]([C:11]1[C:12](=[O:28])[CH2:13][CH:14]([C:18]2[C:27]3[C:22](=[CH:23][CH:24]=[CH:25][CH:26]=3)[CH:21]=[CH:20][CH:19]=2)[CH2:15][C:16]=1[OH:17])(=[O:10])[CH2:7][CH2:8][CH3:9]>C(Cl)(Cl)Cl>[C:6]([C:11]1[C:16](=[O:17])[CH2:15][CH:14]([C:18]2[C:27]3[C:22](=[CH:23][CH:24]=[CH:25][CH:26]=3)[C:21]([S:2]([Cl:1])(=[O:5])=[O:3])=[CH:20][CH:19]=2)[CH2:13][C:12]=1[OH:28])(=[O:10])[CH2:7][CH2:8][CH3:9]. Procedure: Chlorosulfonic acid (3.0 g) was added dropwise to a solution of 2-butyryl-3-hydroxy-5-(naphth-1-yl)cyclohex-2-en-1-one (1.3 g) in chloroform (15 ml) at 0° C. The mixture was stirred at 0° C. for 1 hr and at room temperature for 18 hrs. The mixture was poured onto ice-water (200 ml) which was subsequently extracted with dichloromethane. The dried (Na2SO4) organic extract was evaporated to give 2-butyryl-5-(4-chlorosulfonylnaphth-1-yl)-3-hydroxy cyclohex-2-en-1-one as a brown foam. Pmr spectrum (C... The reactants are COC(=O)c1cccc(Oc2cccc([N+](=O)[O-])c2)c1, CO. Reaction SMILES: [C:1](=[O:2])([O:3][CH3:4])[c:5]1[cH:6][c:7]([O:11][c:12]2[cH:13][c:14]([N+:18]([O-:19])=[O:20])[cH:15][cH:16][cH:17]2)[cH:8][cH:9][cH:10]1.[CH3:21][OH:22]>>[C:1](=[O:2])([O:3][CH3:4])[c:5]1[cH:6][c:7]([O:11][c:12]2[cH:13][c:14]([NH2:18])[cH:15][cH:16][cH:17]2)[cH:8][cH:9][cH:10]1. The product is COC(=O)c1cccc(Oc2cccc(N)c2)c1.